From a dataset of the Open Reaction Database (ORD), a public repository of structured organic reaction records. describe an organic reaction: reactants, conditions, products, and yield The reactants are BrC1C(C=2N(N=CC2CC12CCN(CC2)C(=O)OCC2=CC=CC=C2)C(C)(C)C)=O (benzyl 6-bromo-1-tert-butyl-7-oxo-1,4,6,7-tetrahydrospiro[indazole-5,4′-piperidine]-1′-carboxylate), [Cl-].[NH4+] (ammonium chloride). The reagents and catalysts are [Zn] (zinc). Run in O1CCCC1 (tetrahydrofuran). Conditions: time 30 minute. The product is C(C)(C)(C)N1N=CC=2CC3(CCN(CC3)C(=O)OCC3=CC=CC=C3)CC(C12)=O (benzyl 1-tert-butyl-7-oxo-1,4,6,7-tetrahydrospiro[indazole-5,4′-piperidine]-1′-carboxylate). Yield: 96.4%. As a reaction SMILES: Br[CH:2]1[C:10]2([CH2:15][CH2:14][N:13]([C:16]([O:18][CH2:19][C:20]3[CH:25]=[CH:24][CH:23]=[CH:22][CH:21]=3)=[O:17])[CH2:12][CH2:11]2)[CH2:9][C:8]2[CH:7]=[N:6][N:5]([C:26]([CH3:29])([CH3:28])[CH3:27])[C:4]=2[C:3]1=[O:30].[Cl-].[NH4+]>O1CCCC1.[Zn]>[C:26]([N:5]1[C:4]2[C:3](=[O:30])[CH2:2][C:10]3([CH2:11][CH2:12][N:13]([C:16]([O:18][CH2:19][C:20]4[CH:21]=[CH:22][CH:23]=[CH:24][CH:25]=4)=[O:17])[CH2:14][CH2:15]3)[CH2:9][C:8]=2[CH:7]=[N:6]1)([CH3:29])([CH3:27])[CH3:28] |f:1.2|. Procedure details: To a solution of benzyl 6-bromo-1-tert-butyl-7-oxo-1,4,6,7-tetrahydrospiro[indazole-5,4′-piperidine]-1′-carboxylate (50.4 g, 106 mmol) in tetrahydrofuran (600 mL), was added saturated aqueous ammonium chloride (600 mL) and zinc powder (20.8 g, 319 mmol). The reaction was stirred for 30 minutes at room temperature. The reaction was filtered through Celite®. The phases of the filtrate were separated and the organic phase was washed with water and saturated aqueous sodium chloride. The organics wer... Reactants: C(=O)C1=C(C=C(C=C1)C1=CC(=CC=C1)CN(C(OC(C)(C)C)=O)C)C (tert-butyl (4′-formyl-3′-methylbiphenyl-3-ylmethyl)-N-methylcarbamate), S1C(NC(C1)=O)=O (2,4-thiazolidine dione). Yields the product O=C1SC(C(N1)=O)=CC1=C(C=C(C=C1)C1=CC(=CC=C1)CN(C(OC(C)(C)C)=O)C)C (tert-Butyl [4′-(2,4-dioxothiazolidin-5-ylidenemethyl)-3′-methylbiphenyl-3-ylmethyl]-N-methylcarbamate). RXN SMILES: [CH:1]([C:3]1[CH:8]=[CH:7][C:6]([C:9]2[CH:14]=[CH:13][CH:12]=[C:11]([CH2:15][N:16]([CH3:24])[C:17](=[O:23])[O:18][C:19]([CH3:22])([CH3:21])[CH3:20])[CH:10]=2)=[CH:5][C:4]=1[CH3:25])=O.[S:26]1[CH2:30][C:29](=[O:31])[NH:28][C:27]1=[O:32]>>[O:32]=[C:27]1[NH:28][C:29](=[O:31])[C:30](=[CH:1][C:3]2[CH:8]=[CH:7][C:6]([C:9]3[CH:14]=[CH:13][CH:12]=[C:11]([CH2:15][N:16]([CH3:24])[C:17](=[O:23])[O:18][C:19]([CH3:21])([CH3:22])[CH3:20])[CH:10]=3)=[CH:5][C:4]=2[CH3:25])[S:26]1. Procedure: In a manner similar to that of Example 1(f) by reacting 1 g (2.9 mmol) of tert-butyl (4′-formyl-3′-methylbiphenyl-3-ylmethyl)-N-methylcarbamate with 350 mg (2.9 mmol) of 2,4-thiazolidine dione, and after purification by chromatography on a column of silica eluted with a heptane/ethyl acetate mixture (6/4), 740 mg (57%) of the expected product are obtained in the form of a yellow oil As a reaction SMILES: [H-].[Na+].O[C:4]([C:7]1[CH:12]=[CH:11][C:10]([O:13][CH2:14][C:15]2[CH:24]=[CH:23][C:22]3[C:17](=[CH:18][CH:19]=[CH:20][CH:21]=3)[N:16]=2)=[CH:9][CH:8]=1)([OH:6])[CH3:5].[CH2:25](Br)[C:26]1[CH:31]=[CH:30][CH:29]=[CH:28][CH:27]=1>>[C:26]1([CH2:25][O:6][CH:4]([C:7]2[CH:12]=[CH:11][C:10]([O:13][CH2:14][C:15]3[CH:24]=[CH:23][C:22]4[C:17](=[CH:18][CH:19]=[CH:20][CH:21]=4)[N:16]=3)=[CH:9][CH:8]=2)[CH2:5][O:6][CH2:4][C:7]2[CH:12]=[CH:11][CH:10]=[CH:9][CH:8]=2)[CH:31]=[CH:30][CH:29]=[CH:28][CH:27]=1 |f:0.1|. The reactants are [H-].[Na+] (NaH), OC(C)(O)C1=CC=C(C=C1)OCC1=NC2=CC=CC=C2C=C1 (1-hydroxy-1-(4-(2-quinolinylmethoxy)phenyl)ethanol), C(C1=CC=CC=C1)Br (benzyl bromide). Reported procedure: At 0° C., 50% NaH in oil (37 mg) was added portionwise to a solution of 1-hydroxy-1-(4-2(-quinolinylmethoxy)phenyl)ethanol (Step 1) (104 mg) and benzyl bromide (92 mg). Stirring was continued for 18 h and the reaction was quenched with 25% aqueous NH4OAc. The product was extracted with EtOAc, dried over MgSO4 and purified by flash chromatography on silica gel using EtOAc:hexane (1:4) to give the title compound as an oil. Product: C1(=CC=CC=C1)COC(COCC1=CC=CC=C1)C1=CC=C(C=C1)OCC1=NC2=CC=CC=C2C=C1 (1,2-diphenylmethoxy-1-(4-(2-quinolinylmethoxy)phenyl)ethane). The solvent is oil. Reaction conditions: time 18 hour. Starting materials: C(CCCCCCC)O (n-Octyl alcohol), Cl (hydrogen chloride), N1N=NC2=C1C=CC=C2C(=O)O (Benzotriazolecarboxylic acid). Reaction conditions: temperature 110 celsius, time 2 hour. The product is ester, N1N=NC2=C1C=CC=C2C(=O)OCCCCCCCC (n-octyl benzotriazolecarboxylate). Reaction SMILES: Cl.[NH:2]1[C:6]2[CH:7]=[CH:8][CH:9]=[C:10]([C:11]([OH:13])=[O:12])[C:5]=2[N:4]=[N:3]1.[CH2:14](O)[CH2:15][CH2:16][CH2:17][CH2:18][CH2:19][CH2:20][CH3:21]>>[NH:2]1[C:6]2[CH:7]=[CH:8][CH:9]=[C:10]([C:11]([O:13][CH2:14][CH2:15][CH2:16][CH2:17][CH2:18][CH2:19][CH2:20][CH3:21])=[O:12])[C:5]=2[N:4]=[N:3]1. Procedure: n-Octyl alcohol (300 g) was saturated with hydrogen chloride gas passed in subsurface during about 2 hr. while the temperature rose to 55° C. Benzotriazolecarboxylic acid (16.3 g) prepared by the method of Example 1 was added and the reaction mixture was refluxed at 110° C. under reduced pressure for 1.25 hr. during which water was azeotropically distilled and collected in a Dean-Stark trap. Unreacted octyl alcohol was removed by reduced pressure distillation. The residue, which was solid when c...